Dataset: the Open Reaction Database (ORD), a public repository of structured organic reaction records. Task: describe an organic reaction: reactants, conditions, products, and yield Starting materials: CC(=O)Nc1ncc(Cl)s1, O=C([O-])[O-], CN(C)C=O, [K+], [K+], O=[N+]([O-])c1ccc(S)cc1. Yields the product CC(=O)Nc1ncc(Sc2ccc([N+](=O)[O-])cc2)s1. Reaction SMILES: [C:1]([CH3:2])(=[O:3])[NH:4][c:5]1[s:6][c:7]([Cl:10])[cH:8][n:9]1.[C:21](=[O:22])([O-:23])[O-:24].[CH3:27][N:28]([CH3:29])[CH:30]=[O:31].[K+:25].[K+:26].[N+:11](=[O:12])([O-:13])[c:14]1[cH:15][cH:16][c:17]([SH:20])[cH:18][cH:19]1>>[C:1]([CH3:2])(=[O:3])[NH:4][c:5]1[s:6][c:7]([S:20][c:17]2[cH:16][cH:15][c:14]([N+:11](=[O:12])[O-:13])[cH:19][cH:18]2)[cH:8][n:9]1. The reactants are COC(=O)C(C)Oc1ccc(CN)c(F)c1, COC(=O)COc1ccc(CN)c(F)c1, O=C(O)c1cc(F)cnc1Oc1ccc2c(c1)OCO2. The product is COC(=O)C(C)Oc1ccc(CNC(=O)c2cc(F)cnc2Oc2ccc3c(c2)OCO3)c(F)c1. RXN SMILES: [CH3:21][O:22][C:23]([CH:24]([CH3:25])[O:26][c:27]1[cH:28][c:29]([F:35])[c:30]([CH2:33][NH2:34])[cH:31][cH:32]1)=[O:36].[CH3:37][O:38][C:39](=[O:40])[CH2:41][O:42][c:43]1[cH:44][cH:45][c:46]([CH2:47][NH2:48])[c:49]([F:50])[cH:51]1.[O:1]1[CH2:2][O:3][c:4]2[c:5]1[cH:6][cH:7][c:8]([O:10][c:11]1[c:12]([C:13](=[O:14])[OH:15])[cH:16][c:17]([F:20])[cH:18][n:19]1)[cH:9]2>>[O:1]1[CH2:2][O:3][c:4]2[c:5]1[cH:6][cH:7][c:8]([O:10][c:11]1[c:12]([C:13](=[O:15])[NH:34][CH2:33][c:30]3[c:29]([F:35])[cH:28][c:27]([O:26][CH:24]([C:23]([O:22][CH3:21])=[O:36])[CH3:25])[cH:32][cH:31]3)[cH:16][c:17]([F:20])[cH:18][n:19]1)[cH:9]2. The reactants are CCCCO, Nc1ccccc1, CC(=O)Nc1ccc2c(Cc3ccncc3)nnc(Cl)c2c1. The product is Cl, CC(=O)Nc1ccc2c(Cc3ccncc3)nnc(Nc3ccccc3)c2c1. As a reaction SMILES: [CH2:30]([OH:31])[CH2:32][CH2:33][CH3:34].[NH2:23][c:24]1[cH:25][cH:26][cH:27][cH:28][cH:29]1.[NH:1]([C:2](=[O:3])[CH3:4])[c:5]1[cH:6][cH:7][c:8]2[c:9]([CH2:16][c:17]3[cH:18][cH:19][n:20][cH:21][cH:22]3)[n:10][n:11][c:12]([Cl:15])[c:13]2[cH:14]1>>[ClH:15].[NH:1]([C:2](=[O:3])[CH3:4])[c:5]1[cH:6][cH:7][c:8]2[c:9]([CH2:16][c:17]3[cH:18][cH:19][n:20][cH:21][cH:22]3)[n:10][n:11][c:12]([NH:23][c:24]3[cH:25][cH:26][cH:27][cH:28][cH:29]3)[c:13]2[cH:14]1.